This data is from the Open Reaction Database (ORD), a public repository of structured organic reaction records. The task is: describe an organic reaction: reactants, conditions, products, and yield The reactants are ClC1=C(C=C(C(=N1)C(=O)O)C)C1=CC(=CC=C1)C(F)(F)F (6-chloro-3-methyl-5-(3-trifluoromethyl-phenyl)-pyridine-2-carboxylic acid), CC=1C(=NC=C(C1)C1=CC(=CC=C1)C(F)(F)F)C(=O)O (3-methyl-5-(3-trifluoromethyl-phenyl)-pyridine-2-carboxylic acid), COC(=O)C1=NC(=C(C=C1C)C1=CC(=CC=C1)C(F)(F)F)Cl (6-chloro-3-methyl-5-(3-trifluoromethyl-phenyl)-pyridine-2-carboxylic acid methyl ester), COC(=O)C1=NC(=C(C=C1C)C1=CC(=CC=C1)C(F)(F)F)Cl (6-chloro-3-methyl-5-(3-trifluoromethyl-phenyl)-pyridine-2-carboxylic acid methyl ester), N1(CCCC1)C1CCNCC1 (4-pyrrolidin-1-yl-piperidine). Yields the product ClC1=C(C=C(C(=N1)C(=O)N1CCC(CC1)N1CCCC1)C)C1=CC(=CC=C1)C(F)(F)F ([6-Chloro-3-methyl-5-(3-trifluoromethyl-phenyl)-pyridin-2-yl]-(4-pyrrolidin-1-yl-piperidin-1-yl)-methanone). Reaction SMILES: [Cl:1][C:2]1[N:7]=[C:6]([C:8]([OH:10])=O)[C:5]([CH3:11])=[CH:4][C:3]=1[C:12]1[CH:17]=[CH:16][CH:15]=[C:14]([C:18]([F:21])([F:20])[F:19])[CH:13]=1.COC(C1C(C)=CC(C2C=CC=C(C(F)(F)F)C=2)=C(Cl)N=1)=O.CC1C(C(O)=O)=NC=C(C2C=CC=C(C(F)(F)F)C=2)C=1.[N:64]1([CH:69]2[CH2:74][CH2:73][NH:72][CH2:71][CH2:70]2)[CH2:68][CH2:67][CH2:66][CH2:65]1>>[Cl:1][C:2]1[N:7]=[C:6]([C:8]([N:72]2[CH2:73][CH2:74][CH:69]([N:64]3[CH2:68][CH2:67][CH2:66][CH2:65]3)[CH2:70][CH2:71]2)=[O:10])[C:5]([CH3:11])=[CH:4][C:3]=1[C:12]1[CH:17]=[CH:16][CH:15]=[C:14]([C:18]([F:21])([F:20])[F:19])[CH:13]=1. Reported procedure: In analogy to the procedure described for example 1, 6-chloro-3-methyl-5-(3-trifluoromethyl-phenyl)-pyridine-2-carboxylic acid [prepared from 6-chloro-3-methyl-5-(3-trifluoromethyl-phenyl)-pyridine-2-carboxylic acid methyl ester (intermediate 2) by saponification in analogy to the procedure described for intermediate 1B] was reacted with 4-pyrrolidin-1-yl-piperidine to give the title compound as light brown solid. MS: 452.1 (MH+, 1Cl). Reactants: N#CCN1C(=O)COc2ccc([N+](=O)[O-])cc21, CC(=O)O, CCO, [Fe], O. Product: N#CCN1C(=O)COc2ccc(N)cc21. RXN SMILES: [C:6](#[N:7])[CH2:8][N:9]1[C:10](=[O:22])[CH2:11][O:12][c:13]2[c:14]1[cH:15][c:16]([N+:19]([O-:20])=[O:21])[cH:17][cH:18]2.[CH3:1][C:2](=[O:3])[OH:4].[CH3:24][CH2:25][OH:26].[Fe:23].[OH2:5]>>[C:6](#[N:7])[CH2:8][N:9]1[C:10](=[O:22])[CH2:11][O:12][c:13]2[c:14]1[cH:15][c:16]([NH2:19])[cH:17][cH:18]2. Starting materials: ClC1=C(C(=O)NCC#C)C=CC=N1 (2-Chloro-N-(prop-2-ynyl)nicotinamide), COC1=CC=C(N)C=C1 (4-methoxyaniline). Run in C(CO)O (ethylene glycol). Reaction conditions: temperature 140 celsius. Product: COC1=CC=C(C=C1)NC1=C(C(=O)NCC#C)C=CC=N1 (2-(4-methoxyphenylamino)-N-(prop-2-ynyl)nicotinamide). RXN SMILES: Cl[C:2]1[N:13]=[CH:12][CH:11]=[CH:10][C:3]=1[C:4]([NH:6][CH2:7][C:8]#[CH:9])=[O:5].[CH3:14][O:15][C:16]1[CH:22]=[CH:21][C:19]([NH2:20])=[CH:18][CH:17]=1>C(O)CO>[CH3:14][O:15][C:16]1[CH:22]=[CH:21][C:19]([NH:20][C:2]2[N:13]=[CH:12][CH:11]=[CH:10][C:3]=2[C:4]([NH:6][CH2:7][C:8]#[CH:9])=[O:5])=[CH:18][CH:17]=1. Procedure: Compound 8 (194 mg, 1 mmol) and 4-methoxyaniline (9e, 123 mg, 1 mmol) were taken in ethylene glycol and heated at 140° C. for 6 h. Then the reaction mixture was cooled and extracted with ethyl acetate from the aqueous layer and concentrated in vacuum. The compound was further purified by column chromatography using 60-120 silica gel to obtain 2-(4-methoxyphenylamino)-N-(prop-2-ynyl)nicotinamide 10e as pure product. To a solution of 2-(4-methoxyphenylamino)-N-(prop-2-ynyl)nicotinamide (10e, 150 m... The product is C(C)(=O)NC(CO[Si](C)(C)C(C)(C)C)(CO[Si](C)(C)C(C)(C)C)CCC1=CC=C(C=C1)C(CCCCCC1=CC=CC=C1)O (2-acetamido-1,3-bis(tert-butyldimethylsilyloxy)-2-(2-(4-(1hydroxy-6-phenylhexyl)phenyl)ethyl)propane). Reactants: C(C)(=O)NC(CO[Si](C)(C)C(C)(C)C)(CO[Si](C)(C)C(C)(C)C)CCC1=CC=C(C=C1)C=O (2-Acetamido-1,3-bis(tert-butyldimethylsilyloxy)-2-(2-(4-formylphenyl)ethyl)propane), BrCCCCCC1=CC=CC=C1 (1-bromo-5-phenylpentane). Procedure details: 2-Acetamido-1,3-bis(tert-butyldimethylsilyloxy)-2-(2-(4-formylphenyl)ethyl)propane (3.0 g) and 1-bromo-5-phenylpentane (4.1 g) were reacted and treated in the same manner as in Working example 1(6) to give the title compound (2.7 g) as a pale yellow oily substance. Yield: 69.2%. As a reaction SMILES: [C:1]([NH:4][C:5]([CH2:24][CH2:25][C:26]1[CH:31]=[CH:30][C:29]([CH:32]=[O:33])=[CH:28][CH:27]=1)([CH2:15][O:16][Si:17]([C:20]([CH3:23])([CH3:22])[CH3:21])([CH3:19])[CH3:18])[CH2:6][O:7][Si:8]([C:11]([CH3:14])([CH3:13])[CH3:12])([CH3:10])[CH3:9])(=[O:3])[CH3:2].Br[CH2:35][CH2:36][CH2:37][CH2:38][CH2:39][C:40]1[CH:45]=[CH:44][CH:43]=[CH:42][CH:41]=1>>[C:1]([NH:4][C:5]([CH2:24][CH2:25][C:26]1[CH:31]=[CH:30][C:29]([CH:32]([OH:33])[CH2:35][CH2:36][CH2:37][CH2:38][CH2:39][C:40]2[CH:45]=[CH:44][CH:43]=[CH:42][CH:41]=2)=[CH:28][CH:27]=1)([CH2:15][O:16][Si:17]([C:20]([CH3:21])([CH3:22])[CH3:23])([CH3:19])[CH3:18])[CH2:6][O:7][Si:8]([C:11]([CH3:14])([CH3:13])[CH3:12])([CH3:10])[CH3:9])(=[O:3])[CH3:2]. Reactants: O=C(O)c1cc2cc(F)ccc2n1Cc1cccc(F)c1, Cc1nc2cc(N)cnc2s1. Product: Cc1nc2cc(NC(=O)c3cc4cc(F)ccc4n3Cc3cccc(F)c3)cnc2s1. Reaction SMILES: [F:1][c:2]1[cH:3][c:4]2[cH:5][c:6]([C:19](=[O:20])[OH:21])[n:7]([CH2:11][c:12]3[cH:13][c:14]([F:18])[cH:15][cH:16][cH:17]3)[c:8]2[cH:9][cH:10]1.[NH2:22][c:23]1[cH:24][c:25]2[c:26]([n:27][cH:28]1)[s:29][c:30]([CH3:32])[n:31]2>>[F:1][c:2]1[cH:3][c:4]2[cH:5][c:6]([C:19](=[O:20])[NH:22][c:23]3[cH:24][c:25]4[c:26]([n:27][cH:28]3)[s:29][c:30]([CH3:32])[n:31]4)[n:7]([CH2:11][c:12]3[cH:13][c:14]([F:18])[cH:15][cH:16][cH:17]3)[c:8]2[cH:9][cH:10]1. The reactants are ClC1=CC(=[N+](C(=N1)NC(=O)OC)[O-])NC(=O)OC (dimethyl 6-chloro-2,4-pyrimidine-dicarbamate-3-oxide), N1CC=CC1 (3-pyrroline). Run in C(Cl)Cl (methylene chloride). The product is N1(CC=CC1)C1=CC(=[N+](C(=N1)NC(=O)OC)[O-])NC(=O)OC (dimethyl 6-(3-pyrrolin-1-yl)-2,4-pyrimidine-dicarbamate-3-oxide). As a reaction SMILES: Cl[C:2]1[N:7]=[C:6]([NH:8][C:9]([O:11][CH3:12])=[O:10])[N+:5]([O-:13])=[C:4]([NH:14][C:15]([O:17][CH3:18])=[O:16])[CH:3]=1.[NH:19]1[CH2:23][CH:22]=[CH:21][CH2:20]1>C(Cl)Cl>[N:19]1([C:2]2[N:7]=[C:6]([NH:8][C:9]([O:11][CH3:12])=[O:10])[N+:5]([O-:13])=[C:4]([NH:14][C:15]([O:17][CH3:18])=[O:16])[CH:3]=2)[CH2:23][CH:22]=[CH:21][CH2:20]1. Reported procedure: A suspension of 12.5 g. of dimethyl 6-chloro-2,4-pyrimidine-dicarbamate-3-oxide in 100 ml. of methylene chloride is treated with 15 g. of 3-pyrroline and the mixture is stirred at room temperature under an argon atmosphere for 26 hours. The white precipitate formed is filtered off and recrystallized from a mixture of methylene chloride and methanol, there being obtained pure dimethyl 6-(3-pyrrolin-1-yl)-2,4-pyrimidine-dicarbamate-3-oxide, having a melting point of 206° C. (decomposition). The reactants are C[C@H]1N(N=C(C2=C(C1)C=C1C(=C2)OCO1)C1=CC=C(C=C1)[N+](=O)[O-])C(=S)NNC(C)=O ((R)—N′-(8-methyl-5-(4-nitrophenyl)-8,9-dihydro-7H-1,3-dioxolo[4,5-h][2,3]benzodiazepin-7-carbothioyl)-acetic hydrazide), intermediate, C(C)O (ethanol). Reagents/catalysts: C(C)(=O)[O-].[Hg+2].C(C)(=O)[O-] (mercury (II) acetate). Run in ClCCl (dichloromethane). Product: C[C@H]1N(N=C(C2=C(C1)C=C1C(=C2)OCO1)C1=CC=C(C=C1)[N+](=O)[O-])C=1OC(=NN1)C ((R)-8-Methyl-5-(4-nitrophenyl)-7-(5-methyl-1,3,4-oxadiazol-2-yl)-8,9-dihydro-7H-1,3-dioxolo[4,5-h][2,3]benzodiazepine). Yield: 51.0%. As a reaction SMILES: [CH3:1][C@@H:2]1[CH2:8][C:7]2[CH:9]=[C:10]3[O:15][CH2:14][O:13][C:11]3=[CH:12][C:6]=2[C:5]([C:16]2[CH:21]=[CH:20][C:19]([N+:22]([O-:24])=[O:23])=[CH:18][CH:17]=2)=[N:4][N:3]1[C:25]([NH:27][NH:28][C:29](=[O:31])[CH3:30])=S.C(O)C>ClCCl.C([O-])(=O)C.[Hg+2].C([O-])(=O)C>[CH3:1][C@@H:2]1[CH2:8][C:7]2[CH:9]=[C:10]3[O:15][CH2:14][O:13][C:11]3=[CH:12][C:6]=2[C:5]([C:16]2[CH:21]=[CH:20][C:19]([N+:22]([O-:24])=[O:23])=[CH:18][CH:17]=2)=[N:4][N:3]1[C:25]1[O:31][C:29]([CH3:30])=[N:28][N:27]=1 |f:3.4.5|. Procedure details: A stirred mixture of 2.2 g (5.15 mmol) of (R)—N′-(8-methyl-5-(4-nitrophenyl)-8,9-dihydro-7H-1,3-dioxolo[4,5-h][2,3]benzodiazepin-7-carbothioyl)-acetic hydrazide (an intermediate of method B of Example 28), 44 ml of ethanol and 1.72 g (5.39 mmol) of mercury (II) acetate was refluxed for 2 h. The residue obtained on concentration was dissolved in dichloromethane and filtered through a neutral aluminum oxide column. After washing the column the filtrate was concentrated and the residue was purified... The reactants are CC(C)(C)O, CC(C)(C)[O-], CI, CCOC(C)=O, CC12CCC(=O)NC1CCc1cc(-c3cc(F)c(F)cc3F)ccc12, [K+]. The product is CN1C(=O)CCC2(C)c3ccc(-c4cc(F)c(F)cc4F)cc3CCC12. RXN SMILES: [C:26]([OH:27])([CH3:28])([CH3:29])[CH3:30].[CH3:31][C:32]([CH3:33])([O-:34])[CH3:35].[CH3:37][I:38].[CH3:39][CH2:40][O:41][C:42](=[O:43])[CH3:44].[F:1][c:2]1[c:3](-[c:10]2[cH:11][c:12]3[c:13]([cH:24][cH:25]2)[C:14]2([CH3:23])[CH2:15][CH2:16][C:17](=[O:22])[NH:18][CH:19]2[CH2:20][CH2:21]3)[cH:4][c:5]([F:9])[c:6]([F:8])[cH:7]1.[K+:36]>>[F:1][c:2]1[c:3](-[c:10]2[cH:11][c:12]3[c:13]([cH:24][cH:25]2)[C:14]2([CH3:23])[CH2:15][CH2:16][C:17](=[O:22])[N:18]([CH3:26])[CH:19]2[CH2:20][CH2:21]3)[cH:4][c:5]([F:9])[c:6]([F:8])[cH:7]1.